From a dataset of the Open Reaction Database (ORD), a public repository of structured organic reaction records. describe an organic reaction: reactants, conditions, products, and yield Starting materials: O=C([O-])O, CCCCOC(=O)c1nc(O)c2cccc(-c3ccccc3)c2c1O, CC#N, [Na+], O=P(Br)(Br)Br. Product: CCCCOC(=O)c1nc(Br)c2cccc(-c3ccccc3)c2c1O. RXN SMILES: [C:31](=[O:32])([OH:33])[O-:34].[CH2:1]([CH2:2][CH2:3][CH3:4])[O:5][C:6](=[O:7])[c:8]1[n:9][c:10]([OH:25])[c:11]2[cH:12][cH:13][cH:14][c:15](-[c:19]3[cH:20][cH:21][cH:22][cH:23][cH:24]3)[c:16]2[c:17]1[OH:18].[CH3:36][C:37]#[N:38].[Na+:35].[P:26]([Br:27])([Br:28])([Br:29])=[O:30]>>[CH2:1]([CH2:2][CH2:3][CH3:4])[O:5][C:6](=[O:7])[c:8]1[n:9][c:10]([Br:28])[c:11]2[cH:12][cH:13][cH:14][c:15](-[c:19]3[cH:20][cH:21][cH:22][cH:23][cH:24]3)[c:16]2[c:17]1[OH:18]. Starting materials: Cl (hydrochloric acid), ClCC=1C=CC2=C(CC=3C(=NC=CC3)O2)C1 (7-chloromethyl-5H-[1]benzopyrano[2,3-b]pyridine), C1N2CN3CN1CN(C2)C3 (hexamethylenetetramine), C(C)(=O)O (acetic acid). Solvent: O (water), O (water). Product: N1=C2C(=CC=C1)CC1=C(O2)C=CC(=C1)C=O (5H-[1]benzopyrano[2,3-b]pyridine-7-carbaldehyde). Reaction SMILES: Cl[CH2:2][C:3]1[CH:4]=[CH:5][C:6]2[O:15][C:10]3=[N:11][CH:12]=[CH:13][CH:14]=[C:9]3[CH2:8][C:7]=2[CH:16]=1.C1N2CN3CN(C2)CN1C3.C(O)(=[O:29])C.Cl>O>[N:11]1[CH:12]=[CH:13][CH:14]=[C:9]2[CH2:8][C:7]3[CH:16]=[C:3]([CH:2]=[O:29])[CH:4]=[CH:5][C:6]=3[O:15][C:10]=12. Procedure: A mixture of 52 g of 7-chloromethyl-5H-[1]benzopyrano[2,3-b]pyridine, 63 g of hexamethylenetetramine, 160 ml of water and 160 ml of acetic acid is stirred under reflux for 3 hours. To the reaction mixture is added 80 ml of concentrated hydrochloric acid, and the whole mixture is refluxed for 20 minutes, then diluted with 200 ml of water, and cooled. The crystalline precipitate is filtered off, washed with water, dried, and then recrystallized from dioxane to give 5H-[1]benzopyrano[2,3-b]pyridine...